This data is from the Open Reaction Database (ORD), a public repository of structured organic reaction records. The task is: describe an organic reaction: reactants, conditions, products, and yield Reactants: CCOC(=O)c1c[nH]cc1-c1ccc([N+](=O)[O-])cc1, ClCCl, [Na+], [OH-], O, OCCO. Product: O=[N+]([O-])c1ccc(-c2cc[nH]c2)cc1. As a reaction SMILES: [CH2:1]([O:2][C:3](=[O:4])[c:6]1[cH:7][nH:8][cH:9][c:10]1-[c:11]1[cH:12][cH:13][c:14]([N+:17](=[O:18])[O-:19])[cH:15][cH:16]1)[CH3:5].[Cl:23][CH2:24][Cl:25].[Na+:21].[OH-:20].[OH2:22].[OH:26][CH2:27][CH2:28][OH:29]>>[cH:6]1[cH:7][nH:8][cH:9][c:10]1-[c:11]1[cH:12][cH:13][c:14]([N+:17](=[O:18])[O-:19])[cH:15][cH:16]1. Starting materials: C1CCOC1, C=CCCC(C)(C)N, COC(=O)C(N=C=O)C(C)C. Product: C=CCCC(C)(C)NC(=O)NC(C(=O)OC)C(C)C. As a reaction SMILES: [CH2:20]1[O:21][CH2:22][CH2:23][CH2:24]1.[CH3:12][C:13]([CH3:14])([CH2:15][CH2:16][CH:17]=[CH2:18])[NH2:19].[O:1]=[C:2]=[N:3][CH:4]([CH:5]([CH3:6])[CH3:7])[C:8](=[O:9])[O:10][CH3:11]>>[O:1]=[C:2]([NH:3][CH:4]([CH:5]([CH3:6])[CH3:7])[C:8](=[O:9])[O:10][CH3:11])[NH:19][C:13]([CH3:12])([CH3:14])[CH2:15][CH2:16][CH:17]=[CH2:18]. The reactants are C(CCCCCCCCC)OC1=CC=C(C(=O)O)C=C1 (p-n-decyloxybenzoic acid), S(=O)(Cl)Cl (thionyl chloride). Yields the product C(CCCCCCCCC)OC1=CC=C(C(=O)Cl)C=C1 (p-n-Decyloxybenzoic acid chloride). Reaction SMILES: [CH2:1]([O:11][C:12]1[CH:20]=[CH:19][C:15]([C:16](O)=[O:17])=[CH:14][CH:13]=1)[CH2:2][CH2:3][CH2:4][CH2:5][CH2:6][CH2:7][CH2:8][CH2:9][CH3:10].S(Cl)([Cl:23])=O>>[CH2:1]([O:11][C:12]1[CH:20]=[CH:19][C:15]([C:16]([Cl:23])=[O:17])=[CH:14][CH:13]=1)[CH2:2][CH2:3][CH2:4][CH2:5][CH2:6][CH2:7][CH2:8][CH2:9][CH3:10]. Procedure details: 13.9 g of p-n-decyloxybenzoic acid was heated with excess thionyl chloride for 1 hour under reflux. p-n-Decyloxybenzoic acid chloride was obtained after distilling unreacted thionyl chloride off. 10.6 g of the above prepared p-hydroxybenzoic acid 2-methylbutyl ester was dissolved in 40 ml of pyridine. When the solution was cooled, a toluene solution of said p-n-decyloxybenzoic acid chloride was admixed therewith under stirring to effect reaction at 80° C. for 2 hours. The solution was then acidi... Reactants: CCOC(=O)C12CC1C=CCCCCCC(NC(=O)OC(C)(C)C)C(=O)N1CC(Oc3cc(-c4ccccc4)nc4cc(OC)ccc34)CC1C(=O)N2, C1CCOC1, CO, [Li+], [OH-], O. Yields the product COc1ccc2c(OC3CC4C(=O)NC5(C(=O)O)CC5C=CCCCCCC(NC(=O)OC(C)(C)C)C(=O)N4C3)cc(-c3ccccc3)nc2c1. Reaction SMILES: [CH2:1]([CH3:2])[O:3][C:4](=[O:5])[C:6]12[NH:7][C:8](=[O:53])[CH:9]3[CH2:10][CH:11]([O:34][c:35]4[cH:36][c:37](-[c:47]5[cH:48][cH:49][cH:50][cH:51][cH:52]5)[n:38][c:39]5[cH:40][c:41]([O:45][CH3:46])[cH:42][cH:43][c:44]45)[CH2:12][N:13]3[C:14](=[O:33])[CH:15]([NH:25][C:26](=[O:27])[O:28][C:29]([CH3:30])([CH3:31])[CH3:32])[CH2:16][CH2:17][CH2:18][CH2:19][CH2:20][CH:21]=[CH:22][CH:23]1[CH2:24]2.[CH2:56]1[O:57][CH2:58][CH2:59][CH2:60]1.[CH3:62][OH:63].[Li+:55].[OH-:54].[OH2:61]>>[O:3]=[C:4]([OH:5])[C:6]12[NH:7][C:8](=[O:53])[CH:9]3[CH2:10][CH:11]([O:34][c:35]4[cH:36][c:37](-[c:47]5[cH:48][cH:49][cH:50][cH:51][cH:52]5)[n:38][c:39]5[cH:40][c:41]([O:45][CH3:46])[cH:42][cH:43][c:44]45)[CH2:12][N:13]3[C:14](=[O:33])[CH:15]([NH:25][C:26](=[O:27])[O:28][C:29]([CH3:30])([CH3:31])[CH3:32])[CH2:16][CH2:17][CH2:18][CH2:19][CH2:20][CH:21]=[CH:22][CH:23]1[CH2:24]2. The reactants are CSC(C(=O)OC(C)(C)C)OC1=CC(=CC(=C1)Cl)Cl (t-butyl 2-methylthio-2-(3,5-dichlorophenoxy)acetate), [OH-].[Na+] (sodium hydroxide). Run in CO (methanol), O (water). Conditions: time 2 hour. The product is CSC(C(=O)O)OC1=CC(=CC(=C1)Cl)Cl (2-methylthio-2-(3,5-dichlorophenoxy)acetic acid). The yield is 92.6%. RXN SMILES: [CH3:1][S:2][CH:3]([O:11][C:12]1[CH:17]=[C:16]([Cl:18])[CH:15]=[C:14]([Cl:19])[CH:13]=1)[C:4]([O:6]C(C)(C)C)=[O:5].[OH-].[Na+]>CO.O>[CH3:1][S:2][CH:3]([O:11][C:12]1[CH:13]=[C:14]([Cl:19])[CH:15]=[C:16]([Cl:18])[CH:17]=1)[C:4]([OH:6])=[O:5] |f:1.2|. Reported procedure: To the product of Step 1 (0.2 g) in methanol (3 ml) at ambient temperature was added a solution of sodium hydroxide (0.050 g) in water (1 ml). The reaction was stirred for 2 hours, the solvent evaporated then water and ethyl acetate were added. The aqueous phase was separated, acidified with dilute aqueous hydrochloric acid then extracted with ethyl acetate. The organic phases were combined, dried over magnesium sulphate, filtered and evaporated to give 2-methylthio-2-(3,5-dichlorophenoxy)acetic...